Dataset: the Open Reaction Database (ORD), a public repository of structured organic reaction records. Task: describe an organic reaction: reactants, conditions, products, and yield Starting materials: COC(=O)c1ccc(OCc2ccc(OC)cc2)nc1, COc1ccccc1, O=C(O)C(F)(F)F. Product: COC(=O)c1ccc(=O)[nH]c1. RXN SMILES: [CH3:1][O:2][c:3]1[cH:4][cH:5][c:6]([CH2:7][O:8][c:9]2[n:10][cH:11][c:12]([C:13](=[O:14])[O:15][CH3:16])[cH:17][cH:18]2)[cH:19][cH:20]1.[CH3:21][O:22][c:23]1[cH:24][cH:25][cH:26][cH:27][cH:28]1.[OH:29][C:30]([C:31]([F:32])([F:33])[F:34])=[O:35]>>[O:8]=[c:9]1[nH:10][cH:11][c:12]([C:13](=[O:14])[O:15][CH3:16])[cH:17][cH:18]1. The reactants are O=C(Nc1c[nH]c2ncc(Br)c(F)c12)c1cccnc1, CCCCO, CC(C)(C)OC(=O)NC1CCCNC1. Yields the product CC(C)(C)OC(=O)NC1CCCN(c2c(Br)cnc3[nH]cc(NC(=O)c4cccnc4)c23)C1. Reaction SMILES: [Br:1][c:2]1[c:3]([F:20])[c:4]2[c:5]([n:6][cH:7]1)[nH:8][cH:9][c:10]2[NH:11][C:12]([c:13]1[cH:14][n:15][cH:16][cH:17][cH:18]1)=[O:19].[CH2:35]([OH:36])[CH2:37][CH2:38][CH3:39].[NH:21]1[CH2:22][CH:23]([NH:27][C:28]([O:29][C:30]([CH3:31])([CH3:32])[CH3:33])=[O:34])[CH2:24][CH2:25][CH2:26]1>>[Br:1][c:2]1[c:3]([N:21]2[CH2:22][CH:23]([NH:27][C:28]([O:29][C:30]([CH3:31])([CH3:32])[CH3:33])=[O:34])[CH2:24][CH2:25][CH2:26]2)[c:4]2[c:5]([n:6][cH:7]1)[nH:8][cH:9][c:10]2[NH:11][C:12]([c:13]1[cH:14][n:15][cH:16][cH:17][cH:18]1)=[O:19]. The reactants are FC1=C(C=C(C(=C1)F)F)S(=O)O (2,4,5-trifluoro-benzenesulfinic acid), C([O-])([O-])=O.[K+].[K+] (potassium carbonate), O (water), CI (methyl iodide). The solvent is CN(C)C=O (DMF). Run at time 60 hour. The product is FC1=C(C=C(C(=C1)S(=O)(=O)C)F)F (1,2,4-Trifluoro-5-methanesulfonyl-benzene). Isolated yield 98.0%. Reaction SMILES: [F:1][C:2]1[CH:7]=[C:6]([F:8])[C:5]([F:9])=[CH:4][C:3]=1[S:10]([OH:12])=[O:11].[C:13](=O)([O-])[O-].[K+].[K+].CI.O>CN(C=O)C>[F:9][C:5]1[CH:4]=[C:3]([S:10]([CH3:13])(=[O:12])=[O:11])[C:2]([F:1])=[CH:7][C:6]=1[F:8] |f:1.2.3|. Procedure details: To 2,4,5-trifluoro-benzenesulfinic acid (2.0 g) in DMF (17 mL) was added 4.3 g of potassium carbonate, and the reaction mixture was stirred for 5 minutes before methyl iodide (2.2 mL) was added. The reaction mixture was then stirred at room temperature for 60 hours. After such time, water (30 mL) was poured onto the reaction mixture, and the reaction mixture was extracted with diethylether several times. The combined organic phases were dried with sodium sulfate, and the remaining mixture was di... The reactants are Cl (hydrochloric acid), ClC=1C=C(CN2C(NC3=CC=CC=C3C2=O)=O)C=CC1Cl (3-(3,4-dichlorobenzyl)-1,2,3,4-tetrahydro-2,4-dioxoquinazoline), BrCC(=O)OCC (ethyl bromoacetate), [H-].[Na+] (sodium hydride). Run in CN(C=O)C (N,N-dimethylformamide). Reaction conditions: temperature 0 celsius. The product is ClC=1C=C(CN2C(N(C3=CC=CC=C3C2=O)CC(=O)OCC)=O)C=CC1Cl (ethyl 2-[3-(3,4-dichlorobenzyl)-1,2,3,4-tetrahydro-2,4-dioxoquinazolin-1-yl]acetate). As a reaction SMILES: [Cl:1][C:2]1[CH:3]=[C:4]([CH:18]=[CH:19][C:20]=1[Cl:21])[CH2:5][N:6]1[C:15](=[O:16])[C:14]2[C:9](=[CH:10][CH:11]=[CH:12][CH:13]=2)[NH:8][C:7]1=[O:17].[H-].[Na+].Br[CH2:25][C:26]([O:28][CH2:29][CH3:30])=[O:27].Cl>CN(C)C=O>[Cl:1][C:2]1[CH:3]=[C:4]([CH:18]=[CH:19][C:20]=1[Cl:21])[CH2:5][N:6]1[C:15](=[O:16])[C:14]2[C:9](=[CH:10][CH:11]=[CH:12][CH:13]=2)[N:8]([CH2:25][C:26]([O:28][CH2:29][CH3:30])=[O:27])[C:7]1=[O:17] |f:1.2|. Reported procedure: To a suspension of 3-(3,4-dichlorobenzyl)-1,2,3,4-tetrahydro-2,4-dioxoquinazoline (1 g) in N,N-dimethylformamide (15 ml) was added sodium hydride (60% in mineral oil, 0.17 g) with stirring at 0° C. and the mixture was stirred for 15 minutes at the same temperature. To this mixture was added ethyl bromoacetate (0.45 ml) and the mixture was stirred for 1 hour at room temperature. The reaction mixture was poured into diluted hydrochloric acid and extracted with ethyl acetate. The extract was washed...